From a dataset of the Open Reaction Database (ORD), a public repository of structured organic reaction records. describe an organic reaction: reactants, conditions, products, and yield Starting materials: CSC=1S\C(\C(N1)=O)=C/C=1C=C2C=CC=NC2=CC1 (2-methylsulfanyl-5-[1-quinolin-6-yl-meth-(Z)-ylidene]-thiazol-4-one), O1COC2=C1C=CC(=C2)CN (benzo[1,3]dioxol-5-ylmethyl amine), CCN(C(C)C)C(C)C (DIEA). Product: O1COC2=C1C=CC(=C2)CNC=2S\C(\C(N2)=O)=C/C=2C=C1C=CC=NC1=CC2 (2-[(benzo[1,3]dioxol-5-ylmethyl)-amino]-5-[1-quinolin-6-yl-meth-(Z)-ylidene]-thiazol-4-one). As a reaction SMILES: CS[C:3]1[S:4]/[C:5](=[CH:9]\[C:10]2[CH:11]=[C:12]3[C:17](=[CH:18][CH:19]=2)[N:16]=[CH:15][CH:14]=[CH:13]3)/[C:6](=[O:8])[N:7]=1.[O:20]1[C:24]2[CH:25]=[CH:26][C:27]([CH2:29][NH2:30])=[CH:28][C:23]=2[O:22][CH2:21]1.CCN(C(C)C)C(C)C>>[O:20]1[C:24]2[CH:25]=[CH:26][C:27]([CH2:29][NH:30][C:3]3[S:4]/[C:5](=[CH:9]\[C:10]4[CH:11]=[C:12]5[C:17](=[CH:18][CH:19]=4)[N:16]=[CH:15][CH:14]=[CH:13]5)/[C:6](=[O:8])[N:7]=3)=[CH:28][C:23]=2[O:22][CH2:21]1. Procedure details: Similar procedure as described in example 1b was used, starting from 2-methylsulfanyl-5-[1-quinolin-6-yl-meth-(Z)-ylidene]-thiazol-4-one, benzo[1,3]dioxol-5-ylmethyl amine and DIEA to give 2-[(benzo[1,3]dioxol-5-ylmethyl)-amino]-5-[1-quinolin-6-yl-meth-(Z)-ylidene]-thiazol-4-one. LC-MS m/e 390 (MH+). Starting materials: CC#N, CCN(C(C)C)C(C)C, CNCCOc1cccc2ncnc(Nc3ccc(OCc4ccccn4)c(Cl)c3)c12, COC(=O)Cl, ClCCl. Yields the product COC(=O)N(C)CCOc1cccc2ncnc(Nc3ccc(OCc4ccccn4)c(Cl)c3)c12. As a reaction SMILES: [CH3:46][C:47]#[N:48].[CH:32]([N:33]([CH2:34][CH3:35])[CH:36]([CH3:37])[CH3:38])([CH3:39])[CH3:40].[Cl:1][c:2]1[cH:3][c:4]([NH:16][c:17]2[n:18][cH:19][n:20][c:21]3[cH:22][cH:23][cH:24][c:25]([O:27][CH2:28][CH2:29][NH:30][CH3:31])[c:26]23)[cH:5][cH:6][c:7]1[O:8][CH2:9][c:10]1[n:11][cH:12][cH:13][cH:14][cH:15]1.[Cl:41][C:42](=[O:43])[O:44][CH3:45].[Cl:49][CH2:50][Cl:51]>>[Cl:1][c:2]1[cH:3][c:4]([NH:16][c:17]2[n:18][cH:19][n:20][c:21]3[cH:22][cH:23][cH:24][c:25]([O:27][CH2:28][CH2:29][N:30]([CH3:31])[C:42](=[O:43])[O:44][CH3:45])[c:26]23)[cH:5][cH:6][c:7]1[O:8][CH2:9][c:10]1[n:11][cH:12][cH:13][cH:14][cH:15]1. Starting materials: C1(CC1)C(=O)Cl (cyclopropanecarbonyl chloride), C(C)(C)N(C(C)C)CC (N,N-diisopropyl ethylamine), Cl.NCC=1C=C2C(N(C(=NC2=CC1)C)C1C(NC(CC1)=O)=O)=O (3-(6-aminomethyl-2-methyl-4-oxo-4H-quinazolin-3-yl)-piperidine-2,6-dione hydrogen chloride). Solvent: C(C)#N (acetonitrile). Conditions: time 1 hour. Yields the product O=C1NC(CCC1N1C(=NC2=CC=C(C=C2C1=O)CNC(=O)C1CC1)C)=O (cyclopropanecarboxylic acid [3-(2,6-dioxo-piperidin-3-yl)-2-methyl-4-oxo-3,4-dihydro-quinazolin-6-ylmethyl]-amide). The yield is 42.2%. As a reaction SMILES: Cl.[NH2:2][CH2:3][C:4]1[CH:5]=[C:6]2[C:11](=[CH:12][CH:13]=1)[N:10]=[C:9]([CH3:14])[N:8]([CH:15]1[CH2:20][CH2:19][C:18](=[O:21])[NH:17][C:16]1=[O:22])[C:7]2=[O:23].[CH:24]1([C:27](Cl)=[O:28])[CH2:26][CH2:25]1.C(N(CC)C(C)C)(C)C>C(#N)C>[O:22]=[C:16]1[CH:15]([N:8]2[C:7](=[O:23])[C:6]3[C:11](=[CH:12][CH:13]=[C:4]([CH2:3][NH:2][C:27]([CH:24]4[CH2:26][CH2:25]4)=[O:28])[CH:5]=3)[N:10]=[C:9]2[CH3:14])[CH2:20][CH2:19][C:18](=[O:21])[NH:17]1 |f:0.1|. Procedure: To a stirred suspension of 3-(6-aminomethyl-2-methyl-4-oxo-4H-quinazolin-3-yl)-piperidine-2,6-dione hydrogen chloride (0.51 g, 1.5 mmol) in acetonitrile (10 mL), was added cyclopropanecarbonyl chloride (0.21 mL, 2.3 mmol) and N,N-diisopropyl ethylamine (0.62 mL, 3.8 mmol). The mixture was stirred at room temperature for one hour. The solvent was evaporated, and the residue was purified by flash column chromatography (Silica gel, methanol/methylene chloride 4%/96%) to give cyclopropanecarboxylic ... The reactants are C(#N)CN1C(=CC=C1C)C(=O)OCC (ethyl 1-(cyanomethyl)-5-methyl-1H-pyrrole-2-carboxylate), solution, Cl (hydrochloric acid), C(C)OCC (diethyl ether), C(C)O (ethanol). The solvent is hexanes. Conditions: temperature 0 celsius, time 10 minute. The product is Cl.C(C)OC(CN1C(=CC=C1C)C(=O)OCC)=N (ethyl 1-(2-ethoxy-2-iminoethyl)-5-methyl-1H-pyrrole-2-carboxylate hydrochloride). Isolated yield 95.7%. Reaction SMILES: [C:1]([CH2:3][N:4]1[C:8]([CH3:9])=[CH:7][CH:6]=[C:5]1[C:10]([O:12][CH2:13][CH3:14])=[O:11])#[N:2].[ClH:15].[CH2:16]([O:18]CC)[CH3:17].C(O)C>>[ClH:15].[CH2:16]([O:18][C:1](=[NH:2])[CH2:3][N:4]1[C:8]([CH3:9])=[CH:7][CH:6]=[C:5]1[C:10]([O:12][CH2:13][CH3:14])=[O:11])[CH3:17] |f:4.5|. Procedure details: A high pressure reaction vessel charged with ethyl 1-(cyanomethyl)-5-methyl-1H-pyrrole-2-carboxylate (848 mg, 4.41 mmol) cooled to 0° C. was treated with a 2M solution of hydrochloric acid in diethyl ether (30 mL, 60 mmol) and absolute ethanol (406 mg, 8.82 mmol). The mixture was stirred at 0° C. for 10 min and then was warmed to room temperature where it stirred over the weekend. At this time, the mixture was diluted with hexanes. The resulting precipitate was collected by filtration to afford ... Starting materials: C(=O)C1=CC(=C(OCC=2N=C(OC2C)C=2C=C(C=CC2)CC(=O)OCC)C=C1)OC (ethyl (3-{4-[(4-formyl-2-methoxyphenoxy)methyl]-5-methyl-1,3-oxazol-2-yl}phenyl)acetate), O (water), C(C)O (ethanol), [BH4-].[Na+] (sodium borohydride). Solvent: O1CCCC1 (tetrahydrofuran). Reaction conditions: time 2 hour. Yields the product OCC1=CC(=C(OCC=2N=C(OC2C)C=2C=C(C=CC2)CC(=O)OCC)C=C1)OC (ethyl (3-{4-[(4-hydroxymethyl-2-methoxyphenoxy)methyl]-5-methyl-1,3-oxazol-2-yl}phenyl)acetate). The yield is 94.4%. As a reaction SMILES: [CH:1]([C:3]1[CH:28]=[CH:27][C:6]([O:7][CH2:8][C:9]2[N:10]=[C:11]([C:15]3[CH:16]=[C:17]([CH2:21][C:22]([O:24][CH2:25][CH3:26])=[O:23])[CH:18]=[CH:19][CH:20]=3)[O:12][C:13]=2[CH3:14])=[C:5]([O:29][CH3:30])[CH:4]=1)=[O:2].C(O)C.[BH4-].[Na+].O>O1CCCC1>[OH:2][CH2:1][C:3]1[CH:28]=[CH:27][C:6]([O:7][CH2:8][C:9]2[N:10]=[C:11]([C:15]3[CH:16]=[C:17]([CH2:21][C:22]([O:24][CH2:25][CH3:26])=[O:23])[CH:18]=[CH:19][CH:20]=3)[O:12][C:13]=2[CH3:14])=[C:5]([O:29][CH3:30])[CH:4]=1 |f:2.3|. Reported procedure: To a solution of ethyl (3-{4-[(4-formyl-2-methoxyphenoxy)methyl]-5-methyl-1,3-oxazol-2-yl}phenyl)acetate (13.91 g) in tetrahydrofuran (200 mL)-ethanol (20 mL) was gradually added sodium borohydride (640 mg) at 0° C. After stirring at room temperature for 2 hrs, water was added to the reaction mixture, and the mixture was extracted with ethyl acetate. The organic layer was washed with water, dried over anhydrous magnesium sulfate and concentrated to give ethyl (3-{4-[(4-hydroxymethyl-2-methoxyphe... The reactants are [BH4-], CO, COC(=O)COCC=CCN1C(=O)CCCC1C=CC(=O)Cc1ccccc1, ClCCl, [Na+]. Product: COC(=O)COCC=CCN1C(=O)CCCC1C=CC(O)Cc1ccccc1. As a reaction SMILES: [BH4-:1].[CH3:3][OH:4].[CH3:5][O:6][C:7]([CH2:8][O:9][CH2:10][CH:11]=[CH:12][CH2:13][N:14]1[C:15](=[O:31])[CH2:16][CH2:17][CH2:18][CH:19]1[CH:20]=[CH:21][C:22]([CH2:23][c:24]1[cH:25][cH:26][cH:27][cH:28][cH:29]1)=[O:30])=[O:32].[Cl:33][CH2:34][Cl:35].[Na+:2]>>[CH3:5][O:6][C:7]([CH2:8][O:9][CH2:10][CH:11]=[CH:12][CH2:13][N:14]1[C:15](=[O:31])[CH2:16][CH2:17][CH2:18][CH:19]1[CH:20]=[CH:21][CH:22]([CH2:23][c:24]1[cH:25][cH:26][cH:27][cH:28][cH:29]1)[OH:30])=[O:32]. Starting materials: C, CCC(C)C(NC(=O)OCc1ccccc1)C(=O)NC(CO)Cc1c[nH]c2ccccc12, C1CCOC1, Cc1cccc(N=C=O)c1, CO, CCO, ClC(Cl)Cl, ClCCl, [Pd]. Yields the product CCC(C)C(NC(=O)Nc1cccc(C)c1)C(=O)NC(CO)Cc1c[nH]c2ccccc12. As a reaction SMILES: [C:60].[CH2:1]([O:2][C:9](=[O:10])[NH:11][CH:12]([CH:13]([CH3:14])[CH2:15][CH3:16])[C:17](=[O:18])[NH:19][CH:20]([CH2:21][c:22]1[cH:23][nH:24][c:25]2[cH:26][cH:27][cH:28][cH:29][c:30]12)[CH2:31][OH:32])[c:3]1[cH:4][cH:5][cH:6][cH:7][cH:8]1.[CH2:55]1[O:56][CH2:57][CH2:58][CH2:59]1.[CH3:33][c:34]1[cH:35][c:36]([N:40]=[C:41]=[O:42])[cH:37][cH:38][cH:39]1.[CH3:43][OH:44].[CH3:49][CH2:50][OH:51].[CH:45]([Cl:46])([Cl:47])[Cl:48].[Cl:52][CH2:53][Cl:54].[Pd:61]>>[C:9](=[O:10])([NH:11][CH:12]([CH:13]([CH3:14])[CH2:15][CH3:16])[C:17](=[O:18])[NH:19][CH:20]([CH2:21][c:22]1[cH:23][nH:24][c:25]2[cH:26][cH:27][cH:28][cH:29][c:30]12)[CH2:31][OH:32])[NH:40][c:36]1[cH:35][c:34]([CH3:33])[cH:39][cH:38][cH:37]1. Starting materials: [N+](=O)([O-])C=1C=C(OC2=CC=C(C=C2)C2=CC=C(C=C2)OC2=CC(=CC(=C2)C(F)(F)F)[N+](=O)[O-])C=C(C1)C(F)(F)F (4,4'-bis(3-nitro-5-trifluoromethylphenoxy)biphenyl), [H][H] (hydrogen). The reagents and catalysts are [Pd] (Pd). The solvent is COCCO (methyl cellosolve). Product: NC=1C=C(OC2=CC=C(C=C2)C2=CC=C(C=C2)OC2=CC(=CC(=C2)C(F)(F)F)N)C=C(C1)C(F)(F)F (4,4'-bis(3-amino-5-trifluoromethylphenoxy)biphenyl). Yield: 96.0%. RXN SMILES: [N+:1]([C:4]1[CH:5]=[C:6]([CH:34]=[C:35]([C:37]([F:40])([F:39])[F:38])[CH:36]=1)[O:7][C:8]1[CH:13]=[CH:12][C:11]([C:14]2[CH:19]=[CH:18][C:17]([O:20][C:21]3[CH:26]=[C:25]([C:27]([F:30])([F:29])[F:28])[CH:24]=[C:23]([N+:31]([O-])=O)[CH:22]=3)=[CH:16][CH:15]=2)=[CH:10][CH:9]=1)([O-])=O.[H][H]>[Pd].COCCO>[NH2:31][C:23]1[CH:22]=[C:21]([CH:26]=[C:25]([C:27]([F:28])([F:29])[F:30])[CH:24]=1)[O:20][C:17]1[CH:18]=[CH:19][C:14]([C:11]2[CH:12]=[CH:13][C:8]([O:7][C:6]3[CH:34]=[C:35]([C:37]([F:38])([F:40])[F:39])[CH:36]=[C:4]([NH2:1])[CH:5]=3)=[CH:9][CH:10]=2)=[CH:15][CH:16]=1. Procedure details: To a reducing apparatus equipped with a thermometer, reflux condenser and stirrer, 33 g (0.0585 mol) of 4,4'-bis(3-nitro-5-trifluoromethylphenoxy)biphenyl, 100 ml of methyl cellosolve and 1.7 g of 5%-Pd/c having a moisture content of 50% were charged and reacted in a hydrogen atmosphere at 70°~80° C. for 4 hours. After finishing the reaction, the catalyst was filtered off. The filtrate was concentrated under reduced pressure to obtain 4,4'-bis(3-amino-5-trifluoromethylphenoxy)biphenyl as light y... Reactants: CCOC(=O)CBr, ClCCl, NC1CCCCC1. Yields the product CCOC(=O)CNC1CCCCC1. RXN SMILES: [CH2:8]([CH3:9])[O:10][C:11]([CH2:12][Br:13])=[O:14].[Cl:15][CH2:16][Cl:17].[NH2:1][CH:2]1[CH2:3][CH2:4][CH2:5][CH2:6][CH2:7]1>>[NH:1]([CH:2]1[CH2:3][CH2:4][CH2:5][CH2:6][CH2:7]1)[CH2:12][C:11]([O:10][CH2:8][CH3:9])=[O:14]. The reactants are CC(C)C[Al+]CC(C)C, C1CCOC1, [H-], Nc1ccc(Br)c2c1C(=O)NC2=O, O. Yields the product Nc1ccc(Br)c2c1C(=O)NC2O. RXN SMILES: [CH2:15]([Al+:16][CH2:17][CH:18]([CH3:19])[CH3:20])[CH:21]([CH3:22])[CH3:23].[CH2:25]1[O:26][CH2:27][CH2:28][CH2:29]1.[H-:14].[NH2:1][c:2]1[c:3]2[c:4]([c:10]([Br:13])[cH:11][cH:12]1)[C:5](=[O:6])[NH:7][C:8]2=[O:9].[OH2:24]>>[NH2:1][c:2]1[c:3]2[c:4]([c:10]([Br:13])[cH:11][cH:12]1)[CH:5]([OH:6])[NH:7][C:8]2=[O:9].